Dataset: the Open Reaction Database (ORD), a public repository of structured organic reaction records. Task: describe an organic reaction: reactants, conditions, products, and yield The reactants are CC([O-])=S, CC(C)=O, O=C(CCl)c1ccccc1, [K+]. The product is CC(=S)CC(=O)c1ccccc1. Reaction SMILES: [C:11]([CH3:12])(=[S:13])[O-:14].[CH3:16][C:17](=[O:18])[CH3:19].[Cl:1][CH2:2][C:3](=[O:4])[c:5]1[cH:6][cH:7][cH:8][cH:9][cH:10]1.[K+:15]>>[CH2:2]([C:3](=[O:4])[c:5]1[cH:6][cH:7][cH:8][cH:9][cH:10]1)[C:11]([CH3:12])=[S:13]. Starting materials: CN(C)C=O, CCOC(=O)c1cc([N+](=O)[O-])cc2sc3ccccc3c(=O)c12, [Na+], O=S(=O)([O-])c1ccccc1. Yields the product CCOC(=O)c1cc(S(=O)(=O)c2ccccc2)cc2sc3ccccc3c(=O)c12. Reaction SMILES: [CH3:35][N:36]([CH3:37])[CH:38]=[O:39].[N+:1]([O-:2])(=[O:3])[c:4]1[cH:5][c:6]([C:19](=[O:20])[O:21][CH2:22][CH3:23])[c:7]2[c:8](=[O:18])[c:9]3[cH:10][cH:11][cH:12][cH:13][c:14]3[s:15][c:16]2[cH:17]1.[Na+:34].[c:24]1([S:30](=[O:31])(=[O:32])[O-:33])[cH:25][cH:26][cH:27][cH:28][cH:29]1>>[c:4]1([S:30]([c:24]2[cH:25][cH:26][cH:27][cH:28][cH:29]2)(=[O:31])=[O:32])[cH:5][c:6]([C:19](=[O:20])[O:21][CH2:22][CH3:23])[c:7]2[c:8](=[O:18])[c:9]3[cH:10][cH:11][cH:12][cH:13][c:14]3[s:15][c:16]2[cH:17]1. Reactants: CS(=O)(=O)OCCC1=CC=C(C=C1)NC1=NC=2C3=C([C@@H](CC2C=N1)C1=CC=C(C=C1)Cl)C=CC=C3 ((S)-4-(6-(4-chlorophenyl)-5,6-dihydrobenzo[h]quinazolin-2-ylamino)phenethyl methanesulfonate), N1CCCCC1 (piperidine). Solvent: C(C)N(CC)CC (triethylamine). Yields the product Cl.ClC1=CC=C(C=C1)[C@@H]1CC=2C=NC(=NC2C2=C1C=CC=C2)NC2=CC=C(C=C2)CCN2CCCCC2 ((S)-6-(4-chlorophenyl)-N-(4-(2-(piperidin-1-yl)ethyl)phenyl)-5,6-dihydrobenzo[h]quinazolin-2-amine hydrochloride). RXN SMILES: CS(O[CH2:6][CH2:7][C:8]1[CH:13]=[CH:12][C:11]([NH:14][C:15]2[N:24]=[CH:23][C:22]3[CH2:21][C@@H:20]([C:25]4[CH:30]=[CH:29][C:28]([Cl:31])=[CH:27][CH:26]=4)[C:19]4[CH:32]=[CH:33][CH:34]=[CH:35][C:18]=4[C:17]=3[N:16]=2)=[CH:10][CH:9]=1)(=O)=O.[NH:36]1[CH2:41][CH2:40][CH2:39][CH2:38][CH2:37]1>C(N(CC)CC)C>[ClH:31].[Cl:31][C:28]1[CH:27]=[CH:26][C:25]([C@H:20]2[C:19]3[CH:32]=[CH:33][CH:34]=[CH:35][C:18]=3[C:17]3[N:16]=[C:15]([NH:14][C:11]4[CH:12]=[CH:13][C:8]([CH2:7][CH2:6][N:36]5[CH2:41][CH2:40][CH2:39][CH2:38][CH2:37]5)=[CH:9][CH:10]=4)[N:24]=[CH:23][C:22]=3[CH2:21]2)=[CH:30][CH:29]=1 |f:3.4|. Procedure: This was synthesized by using (S)-4-(6-(4-chlorophenyl)-5,6-dihydrobenzo[h]quinazolin-2-ylamino)phenethyl methanesulfonate, piperidine and triethylamine as described in general procedure 2 to give a yellow solid. M.p.=261-263° C. 1H NMR 400 MHz (DMSO-d6) δ 9.72 (s, br, 1H), 9.59 (s, 1H), 8.32-8.28 (m, 2H), 7.79 (d, J=8.4 Hz, 2H), 7.50-7.44 (m, 2H), 7.31 (dd, J=1.8, 4.8 Hz, 2H), 7.21 (d, J=8.4 Hz, 2H), 7.11-7.08 (m, 3H), 4.42 (t, J=6.2 Hz, 1H), 3.49 (d, J=11.2 Hz, 2H), 3.32-2.84 (m, 8H), 1.79-1.6... Starting materials: CSC1=CC=C(C=C1)C(CC(C(=O)OCC)=O)=O (ethyl 4-[4-(methylthio)phenyl]-2,4-dioxobutanoate), Cl.FC1=CC=C(C=C1)NN (4-fluorophenylhydrazine hydrochloride). Run in C(C)O (ethanol), O1CCOCC1 (dioxane). Product: FC1=CC=C(C=C1)N1N=C(C=C1C(=O)OCC)C1=CC=C(C=C1)SC (ethyl 1-(4-fluorophenyl)-3-[4-(methylthio)phenyl]pyrazole-5-carboxylate). Isolated yield 8.2%. As a reaction SMILES: [CH3:1][S:2][C:3]1[CH:8]=[CH:7][C:6]([C:9](=O)[CH2:10][C:11](=O)[C:12]([O:14][CH2:15][CH3:16])=[O:13])=[CH:5][CH:4]=1.Cl.[F:20][C:21]1[CH:26]=[CH:25][C:24]([NH:27][NH2:28])=[CH:23][CH:22]=1>C(O)C.O1CCOCC1>[F:20][C:21]1[CH:26]=[CH:25][C:24]([N:27]2[C:11]([C:12]([O:14][CH2:15][CH3:16])=[O:13])=[CH:10][C:9]([C:6]3[CH:7]=[CH:8][C:3]([S:2][CH3:1])=[CH:4][CH:5]=3)=[N:28]2)=[CH:23][CH:22]=1 |f:1.2|. Procedure details: A mixture of ethyl 4-[4-(methylthio)phenyl]-2,4-dioxobutanoate (1 g) and 4-fluorophenylhydrazine hydrochloride (0.67 g) in ethanol (10 ml) and dioxane (10 ml) was refluxed for 5 hours. The solvent was evaporated, and the residue was dissolved in chloroform and washed with water. The organic layer was dried over magnesium sulfate and concentrated. The residue (1.6 g) was purified by column chromatography on silica gel (30 g) eluting with a mixture of toluene and ethyl acetate (20:1) to give ethyl...